From a dataset of the Open Reaction Database (ORD), a public repository of structured organic reaction records. describe an organic reaction: reactants, conditions, products, and yield The reactants are CN1C2CN(C(C1)C2)C2=CC=C(C=C2)N (4-(5-methyl-2,5-diaza-bicyclo[2.2.1]hept-2-yl)-phenylamine), IC=1C=C2C(C(NC(C2=CC1)=O)=O)=COC (6-Iodo-4-methoxymethylene-4H-isoquinoline-1,3-dione). The solvent is CN(C=O)C (N,N-dimethylformamide). The product is IC=1C=C2C(C(NC(C2=CC1)=O)=O)=CNC1=CC=C(C=C1)N1C2CN(C(C1)C2)C (6-iodo-4-{[4-(5-methyl-2,5-diaza-bicyclo[2.2.1]hept-2-yl)-phenylamino]-methylene}-4H-isoquinoline-1,3-dione). Isolated yield 39.6%. Reaction SMILES: [CH3:1][N:2]1[CH2:7][CH:6]2[CH2:8][CH:3]1[CH2:4][N:5]2[C:9]1[CH:14]=[CH:13][C:12]([NH2:15])=[CH:11][CH:10]=1.[I:16][C:17]1[CH:18]=[C:19]2[C:24](=[CH:25][CH:26]=1)[C:23](=[O:27])[NH:22][C:21](=[O:28])[C:20]2=[CH:29]OC>CN(C)C=O>[I:16][C:17]1[CH:18]=[C:19]2[C:24](=[CH:25][CH:26]=1)[C:23](=[O:27])[NH:22][C:21](=[O:28])[C:20]2=[CH:29][NH:15][C:12]1[CH:13]=[CH:14][C:9]([N:5]2[CH2:4][CH:3]3[CH2:8][CH:6]2[CH2:7][N:2]3[CH3:1])=[CH:10][CH:11]=1. Procedure details: A solution of 4-(5-methyl-2,5-diaza-bicyclo[2.2.1]hept-2-yl)-phenylamine (0.1 g, 0.49 mmol), 6-Iodo-4-methoxymethylene-4H-isoquinoline-1,3-dione (0.2 g, 0.6 mmol), and N,N-dimethylformamide (0.2 mL) is heated at 90° C. overnight. After the solvent is removed, the residue is treated with ethyl ether and filtered to give crude product as light brown solid. It is purified by HPLC to yield 97 mg (39% yield) of 6-iodo-4-{[4-(5-methyl-2,5-diaza-bicyclo[2.2.1]hept-2-yl)-phenylamino]-methylene}-4H-isoqu... The reactants are FC=1C=C(C=C(C1)F)N=C=O (3,5-difluorophenyl isocyanate), FC=1C=C(C=C(C1)F)N=C=O (3,5-difluorophenyl isocyanate), NC=1C(=CC(=C(C1)C=1C(N(C2=CC(=NC=C2C1)Cl)CC)=O)Cl)F (3-(5-amino-2-chloro-4-fluorophenyl)-7-chloro-1-ethyl-1,6-naphthyridin-2(1H)-one), TEA, FC=1C=C(C=C(C1)F)N=C=O (3,5-difluorophenyl isocyanate). Solvent: C1CCOC1 (THF). Conditions: time 2 hour. Product: ClC1=CC(=C(C=C1C=1C(N(C2=CC(=NC=C2C1)Cl)CC)=O)NC(=O)NC1=CC(=CC(=C1)F)F)F (1-(4-chloro-5-(7-chloro-1-ethyl-2-oxo-1,2-dihydro-1,6-naphthyridin-3-yl)-2-fluorophenyl)-3-(3,5-difluorophenyl)urea). Isolated yield 61.4%. Reaction SMILES: [NH2:1][C:2]1[C:3]([F:23])=[CH:4][C:5]([Cl:22])=[C:6]([C:8]2[C:9](=[O:21])[N:10]([CH2:19][CH3:20])[C:11]3[C:16]([CH:17]=2)=[CH:15][N:14]=[C:13]([Cl:18])[CH:12]=3)[CH:7]=1.[F:24][C:25]1[CH:26]=[C:27]([N:32]=[C:33]=[O:34])[CH:28]=[C:29]([F:31])[CH:30]=1>C1COCC1>[Cl:22][C:5]1[C:6]([C:8]2[C:9](=[O:21])[N:10]([CH2:19][CH3:20])[C:11]3[C:16]([CH:17]=2)=[CH:15][N:14]=[C:13]([Cl:18])[CH:12]=3)=[CH:7][C:2]([NH:1][C:33]([NH:32][C:27]2[CH:28]=[C:29]([F:31])[CH:30]=[C:25]([F:24])[CH:26]=2)=[O:34])=[C:3]([F:23])[CH:4]=1. Procedure details: A solution of Example A3 (0.20 g, 0.568 mmol) in THF (6 mL) was treated with TEA (0.098 mL, 0.710 mmol) followed by 3,5-difluorophenyl isocyanate (0.092 g, 0.596 mmol) and stirred at RT for 2 h. Additional 3,5-difluorophenyl isocyanate (0.14 g, 0.903 mmol) was added and the mixture stirred at RT overnight. More 3,5-difluorophenyl isocyanate (0.25 g, 1.61 mmol) was added and the mixture stirred at RT for 24 h. The mixture was cooled to 0° C. and the solids collected via filtration and dried. The ... Procedure: A mixture of {5-[5-(2,6-dichloro-phenylmethanesulfonyl)-2-oxo-1,2-dihydro-indol-(3Z)-ylidenemethyl]-2,4-dimethyl-1H-pyrrol-3-yl}-acetic acid (250 mg, 0.48 mmol), HOBt (78 mg, 1.2 eq.), EDC (110 mg, 1.2 eq.), TEA (0.17 mL, 2.5 eq.) and (2R,3S)-2-cyclopropylaminomethyl-pyrrolidin-3-ol (300 mg, 4 eq.) in DMF (10 mL) was stirred at rt for overnight. The reaction was concentrated, washed with water, sodium bicarbonate and brine, dried and concentrated. The residue was purified on a silica gel column ... The yield is 31.7%. The product is C1(CC1)NC[C@H]1N(CC[C@@H]1O)C(CC=1C(=C(NC1C)\C=C\1/C(NC2=CC=C(C=C12)S(=O)(=O)CC1=C(C=CC=C1Cl)Cl)=O)C)=O (3-[1-{4-[2-((2R,3S)-2-Cyclopropylaminomethyl-3-hydroxy-pyrrolidin-1-yl)-2-oxo-ethyl]-3,5-dimethyl-1H-pyrrol-2-yl}-meth-(Z)-ylidene]-5-(2,6-dichloro-phenylmethanesulfonyl)-1,3-dihydro-indol-2-one). As a reaction SMILES: [Cl:1][C:2]1[CH:7]=[CH:6][CH:5]=[C:4]([Cl:8])[C:3]=1[CH2:9][S:10]([C:13]1[CH:14]=[C:15]2[C:19](=[CH:20][CH:21]=1)[NH:18][C:17](=[O:22])/[C:16]/2=[CH:23]\[C:24]1[NH:28][C:27]([CH3:29])=[C:26]([CH2:30][C:31](O)=[O:32])[C:25]=1[CH3:34])(=[O:12])=[O:11].C1C=CC2N(O)N=NC=2C=1.C(Cl)CCl.[CH:49]1([NH:52][CH2:53][C@@H:54]2[C@@H:58]([OH:59])[CH2:57][CH2:56][NH:55]2)[CH2:51][CH2:50]1>CN(C=O)C>[CH:49]1([NH:52][CH2:53][C@@H:54]2[C@@H:58]([OH:59])[CH2:57][CH2:56][N:55]2[C:31](=[O:32])[CH2:30][C:26]2[C:25]([CH3:34])=[C:24](/[CH:23]=[C:16]3\[C:17](=[O:22])[NH:18][C:19]4[C:15]\3=[CH:14][C:13]([S:10]([CH2:9][C:3]3[C:4]([Cl:8])=[CH:5][CH:6]=[CH:7][C:2]=3[Cl:1])(=[O:11])=[O:12])=[CH:21][CH:20]=4)[NH:28][C:27]=2[CH3:29])[CH2:51][CH2:50]1. The solvent is CN(C)C=O (DMF). The reactants are ClC1=C(C(=CC=C1)Cl)CS(=O)(=O)C=1C=C2/C(/C(NC2=CC1)=O)=C/C1=C(C(=C(N1)C)CC(=O)O)C ({5-[5-(2,6-dichloro-phenylmethanesulfonyl)-2-oxo-1,2-dihydro-indol-(3Z)-ylidenemethyl]-2,4-dimethyl-1H-pyrrol-3-yl}-acetic acid), C=1C=CC2=C(C1)N=NN2O (HOBt), C(CCl)Cl (EDC), TEA, C1(CC1)NC[C@H]1NCC[C@@H]1O ((2R,3S)-2-cyclopropylaminomethyl-pyrrolidin-3-ol). Reaction conditions: time 8 hour. Starting materials: CC1(OB(OC1(C)C)C1=CC=C(C=C1)N)C (4-(4,4,5,5-tetramethyl-[1,3,2]dioxaborolan-2-yl)-phenylamine), O1CCC(CC1)=O (tetrahydropyran-4-one), C(C)(=O)O[BH-](OC(C)=O)OC(C)=O.[Na+] (sodium triacetoxy-borohydride). Solvent: ClCCCl (DCE). Reaction conditions: time 16 hour. The product is O1CCC(CC1)NC1=CC=C(C=C1)B1OC(C(O1)(C)C)(C)C ((Tetrahydropyran-4-yl)-[4-(4,4,5,5-tetramethyl-[1,3,2]dioxaborolan-2-yl)-phenyl]-amine). Isolated yield 99.8%. RXN SMILES: [CH3:1][C:2]1([CH3:16])[C:6]([CH3:8])([CH3:7])[O:5][B:4]([C:9]2[CH:14]=[CH:13][C:12]([NH2:15])=[CH:11][CH:10]=2)[O:3]1.[O:17]1[CH2:22][CH2:21][C:20](=O)[CH2:19][CH2:18]1.C(O[BH-](OC(=O)C)OC(=O)C)(=O)C.[Na+]>ClCCCl>[O:17]1[CH2:22][CH2:21][CH:20]([NH:15][C:12]2[CH:13]=[CH:14][C:9]([B:4]3[O:3][C:2]([CH3:16])([CH3:1])[C:6]([CH3:7])([CH3:8])[O:5]3)=[CH:10][CH:11]=2)[CH2:19][CH2:18]1 |f:2.3|. Procedure: A mixture of 4-(4,4,5,5-tetramethyl-[1,3,2]dioxaborolan-2-yl)-phenylamine (0.5 g, 2.28 mmol), tetrahydropyran-4-one (0.25 ml, 2.73 mmol) and sodium triacetoxy-borohydride (0.71 g, 3.42 mmol) in DCE (50 ml) was stirred at room temperature for 16 hours. The crude was filtered over diatomaceous earth, washed with DCM and the filtrate was evaporated in vacuo to yield D7 (0.69 g) that was used without further purification. Reactants: Cc1cc(Cl)cc(C(=O)NC2CSC2)c1NC(=O)c1cc(C(F)(F)F)nn1-c1ncccc1Cl, O=C(OO)c1cccc(Cl)c1, ClCCl, [Na+], O=C([O-])O. Product: Cc1cc(Cl)cc(C(=O)NC2CS(=O)C2)c1NC(=O)c1cc(C(F)(F)F)nn1-c1ncccc1Cl. RXN SMILES: [Cl:1][c:2]1[cH:3][c:4]([CH3:34])[c:5]([NH:15][C:16](=[O:17])[c:18]2[n:19](-[c:27]3[n:28][cH:29][cH:30][cH:31][c:32]3[Cl:33])[n:20][c:21]([C:23]([F:24])([F:25])[F:26])[cH:22]2)[c:6]([C:8]([NH:9][CH:10]2[CH2:11][S:12][CH2:13]2)=[O:14])[cH:7]1.[Cl:35][c:36]1[cH:37][cH:38][cH:39][c:40]([C:41]([O:42][OH:44])=[O:43])[cH:45]1.[Cl:51][CH2:52][Cl:53].[Na+:50].[O-:46][C:47]([OH:48])=[O:49]>>[Cl:1][c:2]1[cH:3][c:4]([CH3:34])[c:5]([NH:15][C:16](=[O:17])[c:18]2[n:19](-[c:27]3[n:28][cH:29][cH:30][cH:31][c:32]3[Cl:33])[n:20][c:21]([C:23]([F:24])([F:25])[F:26])[cH:22]2)[c:6]([C:8]([NH:9][CH:10]2[CH2:11][S:12](=[O:43])[CH2:13]2)=[O:14])[cH:7]1.